From a dataset of the Open Reaction Database (ORD), a public repository of structured organic reaction records. describe an organic reaction: reactants, conditions, products, and yield Reactants: CC(=O)Nc1nc2ccccc2s1, O, O=[N+]([O-])O, O=S(=O)(O)O. The product is CC(=O)Nc1nc2ccc([N+](=O)[O-])cc2s1. RXN SMILES: [C:1]([CH3:2])(=[O:3])[NH:4][c:5]1[s:6][c:7]2[c:8]([n:9]1)[cH:10][cH:11][cH:12][cH:13]2.[OH2:14].[OH:20][N+:21]([O-:22])=[O:23].[S:15](=[O:16])(=[O:17])([OH:18])[OH:19]>>[C:1]([CH3:2])(=[O:3])[NH:4][c:5]1[s:6][c:7]2[c:8]([n:9]1)[cH:10][cH:11][c:12]([N+:21](=[O:20])[O-:22])[cH:13]2. Starting materials: N1(CCCC1)CCCC=1C=C2C=C(NC2=CC1)CO ([5-(3-pyrrolidin-1-yl-propyl)-1H-indol-2-yl]-methanol). Reagents/catalysts: [O-2].[Mn+4].[O-2] (Manganese (IV) oxide). The solvent is ClCCl (dichloromethane), C1(=CC=CC=C1)C (toluene). Run at time 8 hour. Product: N1(CCCC1)CCCC=1C=C2C=C(NC2=CC1)C=O (5-(3-pyrrolidin-1-yl-propyl)-1H-indole-2-carbaldehyde). Isolated yield 72.6%. Reaction SMILES: [N:1]1([CH2:6][CH2:7][CH2:8][C:9]2[CH:10]=[C:11]3[C:15](=[CH:16][CH:17]=2)[NH:14][C:13]([CH2:18][OH:19])=[CH:12]3)[CH2:5][CH2:4][CH2:3][CH2:2]1>ClCCl.C1(C)C=CC=CC=1.[O-2].[Mn+4].[O-2]>[N:1]1([CH2:6][CH2:7][CH2:8][C:9]2[CH:10]=[C:11]3[C:15](=[CH:16][CH:17]=2)[NH:14][C:13]([CH:18]=[O:19])=[CH:12]3)[CH2:5][CH2:4][CH2:3][CH2:2]1 |f:3.4.5|. Reported procedure: Manganese (IV) oxide (4.7 g, 54 mmol) was added to a mixture of [5-(3-pyrrolidin-1-yl-propyl)-1H-indol-2-yl]-methanol (940 mg, 3.6 mmol) in dichloromethane (150 mL) and toluene (150 mL). The mixture was stirred at room temperature for overnight. The reaction was filtered through a pad of celite and the filtrate was concentrated to give 670 mg (72%) of 5-(3-pyrrolidin-1-yl-propyl)-1H-indole-2-carbaldehyde. Starting materials: [NH4+].[Cl-] (NH4Cl), solution, C(#CC)[Mg]Br (1-propynyl magnesium bromide), CC1(OC(C(C(O1)=O)=CC1=CC=C(C=C1)SCC1=C(C=CC=C1)C)=O)C (2,2-Dimethyl-5-[4-(2-methyl-benzylsulfanyl)-benzylidene]-[1,3]dioxane-4,6-dione). Run in C1CCOC1 (THF), C1CCOC1 (THF). Run at temperature 0 celsius. The product is CC1(OC(C(C(O1)=O)C(C#CC)C1=CC=C(C=C1)SCC1=C(C=CC=C1)C)=O)C (2,2-Dimethyl-5-{1-[4-(2-methyl-benzylsulfanyl)-phenyl]-but-2-ynyl}-[1,3]dioxane-4,6-dione). The yield is 15.0%. RXN SMILES: [C:1]([Mg]Br)#[C:2][CH3:3].[CH3:6][C:7]1([CH3:31])[O:12][C:11](=[O:13])[C:10](=[CH:14][C:15]2[CH:20]=[CH:19][C:18]([S:21][CH2:22][C:23]3[CH:28]=[CH:27][CH:26]=[CH:25][C:24]=3[CH3:29])=[CH:17][CH:16]=2)[C:9](=[O:30])[O:8]1.[NH4+].[Cl-]>C1COCC1>[CH3:6][C:7]1([CH3:31])[O:12][C:11](=[O:13])[CH:10]([CH:14]([C:15]2[CH:16]=[CH:17][C:18]([S:21][CH2:22][C:23]3[CH:28]=[CH:27][CH:26]=[CH:25][C:24]=3[CH3:29])=[CH:19][CH:20]=2)[C:1]#[C:2][CH3:3])[C:9](=[O:30])[O:8]1 |f:2.3|. Procedure: An oven-dried 100 mL pear-shaped flask, fitted with an oven-dried stir bar, was charged with a 0.5 M solution of 1-propynyl magnesium bromide in THF (12.5 mL, 6.27 mmol) via cannula. The solution was cooled to 0° C., and then a solution of 28.2 (1.05 g, 2.85 mmol) in anhydrous THF (6 mL) was added over 3 minutes via cannula. The reaction was stirred at 0° C. for 5 minutes and then stirred at room temperature for 1.5 hours. The reaction mixture was poured into saturated NH4Cl(aq) and extracted wi...